From a dataset of the Open Reaction Database (ORD), a public repository of structured organic reaction records. describe an organic reaction: reactants, conditions, products, and yield Starting materials: [Si](C1=CC=CC=C1)(C1=CC=CC=C1)(C(C)(C)C)OC1CN(C1)C=1SC=C(N1)C(=O)N1CCCCC1 (3-t-butyldiphenylsilyloxy-1-(4-piperidinocarbonyl-1,3-thiazol-2-yl)azetidine), [F-].C(CCC)[N+](CCCC)(CCCC)CCCC (tetra-n-butylammonium fluoride). Run in O1CCCC1 (tetrahydrofuran), O1CCCC1 (tetrahydrofuran). Conditions: time 1 hour. Product: OC1CN(C1)C=1SC=C(N1)C(=O)N1CCCCC1 (3-hydroxy-1-(4-piperidinocarbonyl-1,3-thiazol-2-yl)azetidine). Yield: 96.6%. RXN SMILES: [Si]([O:18][CH:19]1[CH2:22][N:21]([C:23]2[S:24][CH:25]=[C:26]([C:28]([N:30]3[CH2:35][CH2:34][CH2:33][CH2:32][CH2:31]3)=[O:29])[N:27]=2)[CH2:20]1)(C(C)(C)C)(C1C=CC=CC=1)C1C=CC=CC=1.[F-].C([N+](CCCC)(CCCC)CCCC)CCC>O1CCCC1>[OH:18][CH:19]1[CH2:22][N:21]([C:23]2[S:24][CH:25]=[C:26]([C:28]([N:30]3[CH2:31][CH2:32][CH2:33][CH2:34][CH2:35]3)=[O:29])[N:27]=2)[CH2:20]1 |f:1.2|. Reported procedure: To a solution of 3-t-butyldiphenylsilyloxy-1-(4-piperidinocarbonyl-1,3-thiazol-2-yl)azetidine (607 mg, 1.20 mmol) (obtained as described in Reference Example 27(1)) in anhydrous tetrahydrofuran (25 ml) was added a solution of 1.0M tetra-n-butylammonium fluoride in tetrahydrofuran (1.40 ml, 1.40 mmol) in an ice bath, and the mixture was stirred at room temperature for 1 hour. After checking the completion of the reaction, the reaction mixture was concentrated under reduced pressure. The residue w... The reactants are CCOC(C)=O, O=C(O)C1=CC2C=CC1CC2. Yields the product O=C(O)C1=CC2CCC1CC2. Reaction SMILES: [CH3:12][CH2:13][O:14][C:15]([CH3:16])=[O:17].[CH:1]12[C:2]([C:9](=[O:10])[OH:11])=[CH:3][CH:4]([CH:5]=[CH:6]1)[CH2:7][CH2:8]2>>[CH:1]12[C:2]([C:9](=[O:10])[OH:11])=[CH:3][CH:4]([CH2:5][CH2:6]1)[CH2:7][CH2:8]2. Starting materials: N(C1=CC=CC=C1)C(=O)NCCN1C2=C(C=3C=CC=CC13)CCN(CC2)C(=O)OC(C)(C)C (tert-Butyl 6-{2-[(anilinocarbonyl)amino]ethyl}-1,4,5,6-tetrahydroazepino[4,5-b]indole-3(2H)-carboxylate), C(Cl)Cl (CH2Cl2), C(F)(F)(F)C(=O)O (CF3CO2H). Procedure details: tert-Butyl 6-{2-[(anilinocarbonyl)amino]ethyl}-1,4,5,6-tetrahydroazepino[4,5-b]indole-3(2H)-carboxylate (0.0390 g, 0.0869 mmol) was dissolved in CH2Cl2 (2 mL) at rt. CF3CO2H (1 mL) was added, then the reaction mixture was stirred for 45 min. The reaction mixture was concentrated and the residue was taken up in EtOAc (2 mL). 1 N HCl in Et2O (2 mL) was added and the precipitated salt was collected by filtration. N-Phenyl-N′-[2-(2,3,4,5-tetrahydroazepino[4,5-b]indol-6(1H)-yl)ethyl]urea hydrochlorid... Product: Cl.C1(=CC=CC=C1)NC(=O)NCCN1C2=C(C=3C=CC=CC13)CCNCC2 (N-Phenyl-N′-[2-(2,3,4,5-tetrahydroazepino[4,5-b]indol-6(1H)-yl)ethyl]urea hydrochloride). The yield is 88.0%. Run at time 45 minute. Reaction SMILES: [NH:1]([C:8]([NH:10][CH2:11][CH2:12][N:13]1[C:21]2[CH:20]=[CH:19][CH:18]=[CH:17][C:16]=2[C:15]2[CH2:22][CH2:23][N:24](C(OC(C)(C)C)=O)[CH2:25][CH2:26][C:14]1=2)=[O:9])[C:2]1[CH:7]=[CH:6][CH:5]=[CH:4][CH:3]=1.C(C(O)=O)(F)(F)F.C(Cl)[Cl:42]>>[ClH:42].[C:2]1([NH:1][C:8]([NH:10][CH2:11][CH2:12][N:13]2[C:21]3[CH:20]=[CH:19][CH:18]=[CH:17][C:16]=3[C:15]3[CH2:22][CH2:23][NH:24][CH2:25][CH2:26][C:14]2=3)=[O:9])[CH:7]=[CH:6][CH:5]=[CH:4][CH:3]=1 |f:3.4|. Starting materials: F[B-](F)(F)F.CC1=C(C=CC=C1)C1=[O+]C(=CC(=C1)C1=CC=CC=C1)C1=C(C=CC=C1)C (2,6-bis(2-methylphenyl)-4-phenylpyrylium tetrafluoroborate), P (PH3). Run in C(CCC)O (n-butanol). Product: CC1=C(C=CC=C1)C1=PC(=CC(=C1)C1=CC=CC=C1)C1=C(C=CC=C1)C (2,6-bis (2-Methylphenyl)-4-phenylphosphabenzene). RXN SMILES: F[B-](F)(F)F.[CH3:6][C:7]1[CH:12]=[CH:11][CH:10]=[CH:9][C:8]=1[C:13]1[CH:18]=[C:17]([C:19]2[CH:24]=[CH:23][CH:22]=[CH:21][CH:20]=2)[CH:16]=[C:15]([C:25]2[CH:30]=[CH:29][CH:28]=[CH:27][C:26]=2[CH3:31])[O+]=1.[PH3:32]>C(O)CCC>[CH3:6][C:7]1[CH:12]=[CH:11][CH:10]=[CH:9][C:8]=1[C:13]1[CH:18]=[C:17]([C:19]2[CH:24]=[CH:23][CH:22]=[CH:21][CH:20]=2)[CH:16]=[C:15]([C:25]2[CH:30]=[CH:29][CH:28]=[CH:27][C:26]=2[CH3:31])[P:32]=1 |f:0.1|. Reported procedure: The reaction was carried out twice using 15 g (35 mmol) each time of 2,6-bis(2-methylphenyl)-4-phenylpyrylium tetrafluoroborate in 150 ml of n-butanol. The two autoclave products obtained after the reaction with PH3 were combined and evaporated to about 50 ml under reduced pressure at about 80° C. The solid which precipitated was filtered off with suction, washed with n-pentane and subsequently dissolved in toluene. The toluene solution was then washed with water until the aqueous phase was neut... Starting materials: [OH-].[Na+] (sodium hydroxide), [I-].[K+] (potassium iodide), CC1=C(C=CC(=C1)C)C1=NC(=NC(=N1)C1=C(C=C(C=C1)C)C)C1=C(C=C(C=C1)O)O (2,4-di-(2,4-dimethylphenyl)-6-(2,4-dihydroxyphenyl)-1,3,5-triazine), ClCCCCCCO (6-chloro-1-hexanol), PEG 400, Cl (hydrochloric acid). Solvent: C(C(C)C)C(=O)C (methyl isobutyl ketone), O (water). Reaction conditions: temperature 85 celsius. Yields the product CC1=C(C=CC(=C1)C)C1=NC(=NC(=N1)C1=C(C=C(C=C1)C)C)C1=C(C=C(C=C1)OCCCCCCO)O (2,4-di-(2,4-dimethylphenyl)-6-[2-hydroxy-4-(6-hydroxy-1-hexyloxy)phenyl]-1,3,5-triazine), ( 10g ). RXN SMILES: [CH3:1][C:2]1[CH:7]=[C:6]([CH3:8])[CH:5]=[CH:4][C:3]=1[C:9]1[N:14]=[C:13]([C:15]2[CH:20]=[CH:19][C:18]([CH3:21])=[CH:17][C:16]=2[CH3:22])[N:12]=[C:11]([C:23]2[CH:28]=[CH:27][C:26]([OH:29])=[CH:25][C:24]=2[OH:30])[N:10]=1.Cl[CH2:32][CH2:33][CH2:34][CH2:35][CH2:36][CH2:37][OH:38].[I-].[K+].[OH-].[Na+].Cl>C(C(C)=O)C(C)C.O>[CH3:1][C:2]1[CH:7]=[C:6]([CH3:8])[CH:5]=[CH:4][C:3]=1[C:9]1[N:14]=[C:13]([C:15]2[CH:20]=[CH:19][C:18]([CH3:21])=[CH:17][C:16]=2[CH3:22])[N:12]=[C:11]([C:23]2[CH:28]=[CH:27][C:26]([O:29][CH2:32][CH2:33][CH2:34][CH2:35][CH2:36][CH2:37][OH:38])=[CH:25][C:24]=2[OH:30])[N:10]=1 |f:2.3,4.5|. Reported procedure: A mixture of 2,4-di-(2,4-dimethylphenyl)-6-(2,4-dihydroxyphenyl)-1,3,5-triazine (20g, 0.049 mole), 6-chloro-1-hexanol (7.04 g, 0.05 mole), available from Aldrich Chemicals, Milwaukee, Wis., potassium iodide (0.37g, 0.0022 mole), PEG 400 (1.9 g, 0.005 mole), available from Aldrich Chemicals, Milwaukee, Wis., sodium hydroxide (2.0g, 0.05 mole) in methyl isobutyl ketone was reflux (120°-122° C.) for 16 hrs. After cooling to 85° C., water (50 ml) was added and the reaction mixture was acidified with... Reactants: C(C)OC(C(C(=O)C)CC1=CC=CC=C1)=O (ethyl-2-benzylacetoacetate), C=O (paraformaldehyde), N-butyl lithium, C(C)(C)NC(C)C (diisopropyl amine). The solvent is C1CCOC1 (THF), O1CCCC1 (tetrahydrofuran). Conditions: time 20 minute. Yields the product C1(=CC=CC=C1)CC(=C)C(=O)OCC (3-phenyl-2-(ethoxycarbonyl)-1-propene). The yield is 135.7%. Reaction SMILES: C(NC(C)C)(C)C.[CH2:8]([O:10][C:11](=[O:23])[CH:12]([CH2:16][C:17]1[CH:22]=[CH:21][CH:20]=[CH:19][CH:18]=1)[C:13](C)=O)[CH3:9].C=O>O1CCCC1>[C:17]1([CH2:16][C:12]([C:11]([O:10][CH2:8][CH3:9])=[O:23])=[CH2:13])[CH:22]=[CH:21][CH:20]=[CH:19][CH:18]=1. Procedure: N-butyl lithium (201 ml of 1.6M) was added dropwise to diisopropyl amine (45 ml) in dry tetrahydrofuran (870 ml) at -78° C. After stirring at this temperature for 0.5 hours ethyl-2-benzylacetoacetate (39.6 g, 0.18M) in THF (250 ml) was added dropwise at 0° C. After stirring for 20 minutes, paraformaldehyde (35.42 g) was added at room temperature followed by stirring for one hour and refluxing for 4 hours. The reaction mixture was filtered and the liquid evaporated to dryness. The residue was dis... Reactants: C1CCNC1, ClC(Cl)Cl, Cc1cc(C(=O)O)ccc1-c1cccc(COc2ccc(Cn3oc(=O)[nH]c3=O)cc2)c1. Yields the product Cc1cc(C(=O)N2CCCC2)ccc1-c1cccc(COc2ccc(Cn3oc(=O)[nH]c3=O)cc2)c1. Reaction SMILES: [CH2:33]1[CH2:34][CH2:35][NH:36][CH2:37]1.[CH:38]([Cl:39])([Cl:40])[Cl:41].[O:1]=[c:2]1[n:3]([CH2:8][c:9]2[cH:10][cH:11][c:12]([O:13][CH2:14][c:15]3[cH:16][c:17](-[c:21]4[c:22]([CH3:30])[cH:23][c:24]([C:27](=[O:28])[OH:29])[cH:25][cH:26]4)[cH:18][cH:19][cH:20]3)[cH:31][cH:32]2)[o:4][c:5](=[O:7])[nH:6]1>>[O:1]=[c:2]1[n:3]([CH2:8][c:9]2[cH:10][cH:11][c:12]([O:13][CH2:14][c:15]3[cH:16][c:17](-[c:21]4[c:22]([CH3:30])[cH:23][c:24]([C:27](=[O:28])[N:36]5[CH2:35][CH2:34][CH2:33][CH2:37]5)[cH:25][cH:26]4)[cH:18][cH:19][cH:20]3)[cH:31][cH:32]2)[o:4][c:5](=[O:7])[nH:6]1.